Task: describe an organic reaction: reactants, conditions, products, and yield. Dataset: the Open Reaction Database (ORD), a public repository of structured organic reaction records Starting materials: [Al+3], CCOC(=O)CN(CC(=O)OCC)c1cc(CCC(=O)O)ccc1C, [Cl-], [Cl-], [Cl-], O=C(Cl)C(=O)Cl, ClCCl. The product is CCOC(=O)CN(CC(=O)OCC)c1cc2c(cc1C)C(=O)CC2. As a reaction SMILES: [Al+3:33].[CH2:1]([CH3:2])[O:3][C:4]([CH2:5][N:6]([c:7]1[c:8]([CH3:18])[cH:9][cH:10][c:11]([CH2:13][CH2:14][C:15](=[O:16])[OH:17])[cH:12]1)[CH2:19][C:20](=[O:21])[O:22][CH2:23][CH3:24])=[O:25].[Cl-:32].[Cl-:34].[Cl-:35].[Cl:26][C:27]([C:28]([Cl:29])=[O:30])=[O:31].[Cl:36][CH2:37][Cl:38]>>[CH2:1]([CH3:2])[O:3][C:4]([CH2:5][N:6]([c:7]1[c:8]([CH3:18])[cH:9][c:10]2[c:11]([cH:12]1)[CH2:13][CH2:14][C:15]2=[O:17])[CH2:19][C:20](=[O:21])[O:22][CH2:23][CH3:24])=[O:25]. Reactants: FC(C(=O)O)(F)F (trifluoroacetic acid), C(C)(C)(C)OC(=O)N1C(CC(C1)(F)F)C(=O)OCC=C (4,4-Difluoro-pyrrolidine-1,2-dicarboxylic acid 2-allyl ester 1-tert-butyl ester), FC(C(=O)O)(F)F (trifluoroacetic acid). Solvent: solution, ClCCl (dichloromethane). Run at temperature 25 celsius, time 16 hour. Yields the product FC(C(=O)O)(F)F.C(C=C)OC(=O)C1NCC(C1)(F)F (4,4-Difluoro-pyrrolidine-2-carboxylic acid allyl ester trifluoroacetic acid salt). Yield: 100.0%. Reaction SMILES: C(OC([N:8]1[CH2:12][C:11]([F:14])([F:13])[CH2:10][CH:9]1[C:15]([O:17][CH2:18][CH:19]=[CH2:20])=[O:16])=O)(C)(C)C.[F:21][C:22]([F:27])([F:26])[C:23]([OH:25])=[O:24]>ClCCl>[F:21][C:22]([F:27])([F:26])[C:23]([OH:25])=[O:24].[CH2:18]([O:17][C:15]([CH:9]1[CH2:10][C:11]([F:14])([F:13])[CH2:12][NH:8]1)=[O:16])[CH:19]=[CH2:20] |f:3.4|. Reported procedure: 4,4-Difluoro-pyrrolidine-1,2-dicarboxylic acid 2-allyl ester 1-tert-butyl ester (Example 14c, 5.85 g, 20.09 mmol) was dissolved in a 5% solution of trifluoroacetic acid in dichloromethane and stirred at 25° C. for 16 h. The solvent was removed in vacuo and the crude 4,4-difluoro-pyrrolidine-2-carboxylic acid allyl ester (6.14 g, 20.09 mmol, 100% yield) was obtained as the trifluoroacetic acid salt, which was used in the next step without further purification. 1H NMR (400 MHz, CDCl3) δ: 2.75-2.86... Starting materials: CCCCN1CCc2[nH]c3ccc(C)cc3c2C1, C=Cc1ccc(C)nc1, CN1CCCC1=O, [K+], [OH-]. Yields the product CCCCN1CCc2c(c3cc(C)ccc3n2CCc2ccc(C)nc2)C1. As a reaction SMILES: [CH2:1]([CH2:2][CH2:3][CH3:4])[N:5]1[CH2:6][c:7]2[c:8]([nH:9][c:10]3[cH:11][cH:12][c:13]([CH3:16])[cH:14][c:15]23)[CH2:17][CH2:18]1.[CH3:19][c:20]1[n:21][cH:22][c:23]([CH:26]=[CH2:27])[cH:24][cH:25]1.[CH3:30][N:31]1[CH2:32][CH2:33][CH2:34][C:35]1=[O:36].[K+:29].[OH-:28]>>[CH2:1]([CH2:2][CH2:3][CH3:4])[N:5]1[CH2:6][c:7]2[c:8]([n:9]([CH2:27][CH2:26][c:23]3[cH:22][n:21][c:20]([CH3:19])[cH:25][cH:24]3)[c:10]3[cH:11][cH:12][c:13]([CH3:16])[cH:14][c:15]23)[CH2:17][CH2:18]1. The reactants are COC(=O)Cl, NC1CCN(c2ccc(N3CC(COc4ccon4)OC3=O)cc2F)CC1. Yields the product COC(=O)NC1CCN(c2ccc(N3CC(COc4ccon4)OC3=O)cc2F)CC1. RXN SMILES: [Cl:28][C:29](=[O:30])[O:31][CH3:32].[NH2:1][CH:2]1[CH2:3][CH2:4][N:5]([c:8]2[c:9]([F:27])[cH:10][c:11]([N:14]3[C:15](=[O:26])[O:16][CH:17]([CH2:19][O:20][c:21]4[n:22][o:23][cH:24][cH:25]4)[CH2:18]3)[cH:12][cH:13]2)[CH2:6][CH2:7]1>>[NH:1]([CH:2]1[CH2:3][CH2:4][N:5]([c:8]2[c:9]([F:27])[cH:10][c:11]([N:14]3[C:15](=[O:26])[O:16][CH:17]([CH2:19][O:20][c:21]4[n:22][o:23][cH:24][cH:25]4)[CH2:18]3)[cH:12][cH:13]2)[CH2:6][CH2:7]1)[C:29](=[O:30])[O:31][CH3:32].